From a dataset of the Open Reaction Database (ORD), a public repository of structured organic reaction records. describe an organic reaction: reactants, conditions, products, and yield The reactants are C(C1=CC=CC=C1)N1CCC(CC1)(O)C1=CC(=C(C=C1)Cl)C(F)(F)F (1-Benzyl-4-(4-chloro-3-trifluoromethyl-phenyl)-piperidine-4-ol), FC(C(=O)O)(F)F (trifluoroacetic acid). Solvent: C(Cl)Cl (CH2Cl2). The product is C(C1=CC=CC=C1)N1CCC(=CC1)C1=CC(=C(C=C1)Cl)C(F)(F)F (1-Benzyl-4-(4-chloro-3-trifluoromethyl-phenyl)-1,2,3,6-tetrahydro-pyridine). RXN SMILES: [CH2:1]([N:8]1[CH2:13][CH2:12][C:11]([C:15]2[CH:20]=[CH:19][C:18]([Cl:21])=[C:17]([C:22]([F:25])([F:24])[F:23])[CH:16]=2)(O)[CH2:10][CH2:9]1)[C:2]1[CH:7]=[CH:6][CH:5]=[CH:4][CH:3]=1.FC(F)(F)C(O)=O>C(Cl)Cl>[CH2:1]([N:8]1[CH2:9][CH:10]=[C:11]([C:15]2[CH:20]=[CH:19][C:18]([Cl:21])=[C:17]([C:22]([F:25])([F:23])[F:24])[CH:16]=2)[CH2:12][CH2:13]1)[C:2]1[CH:7]=[CH:6][CH:5]=[CH:4][CH:3]=1. Procedure details: 1-Benzyl-4-(4-chloro-3-trifluoromethyl-phenyl)-piperidine-4-ol (1.5 g) was dissolved trifluoroacetic acid (35 ml) and refluxed for 24 hours and then CH2Cl2 (200 ml) was added. The phases were separated and then the organic phase was washed with two portions of 10%-Na2CO3, dried (MgSO4), filtered and evaporated to dryness. Yield 1.5 g. MS m/z (relative intensity, 70 eV) 351 (M+, 27), 172 (9), 92 (11), 91 (bp), 65 (21). Reactants: CCCC[N+](CCCC)(CCCC)CCCC, [F-], CCS(=O)(=O)Nc1ccc(F)c(C(=O)c2cn([Si](C(C)C)(C(C)C)C(C)C)c3ncc(-c4cccnc4)cc23)c1F, C1CCOC1, O. Product: CCS(=O)(=O)Nc1ccc(F)c(C(=O)c2c[nH]c3ncc(-c4cccnc4)cc23)c1F. RXN SMILES: [CH2:43]([N+:44]([CH2:45][CH2:46][CH2:47][CH3:48])([CH2:49][CH2:50][CH2:51][CH3:52])[CH2:53][CH2:54][CH2:55][CH3:56])[CH2:57][CH2:58][CH3:59].[F-:42].[F:1][c:2]1[c:3]([NH:36][S:37](=[O:38])(=[O:39])[CH2:40][CH3:41])[cH:4][cH:5][c:6]([F:35])[c:7]1[C:8](=[O:9])[c:10]1[cH:11][n:12]([Si:25]([CH:26]([CH3:27])[CH3:28])([CH:29]([CH3:30])[CH3:31])[CH:32]([CH3:33])[CH3:34])[c:13]2[n:14][cH:15][c:16](-[c:19]3[cH:20][n:21][cH:22][cH:23][cH:24]3)[cH:17][c:18]12.[O:61]1[CH2:62][CH2:63][CH2:64][CH2:65]1.[OH2:60]>>[F:1][c:2]1[c:3]([NH:36][S:37](=[O:38])(=[O:39])[CH2:40][CH3:41])[cH:4][cH:5][c:6]([F:35])[c:7]1[C:8](=[O:9])[c:10]1[cH:11][nH:12][c:13]2[n:14][cH:15][c:16](-[c:19]3[cH:20][n:21][cH:22][cH:23][cH:24]3)[cH:17][c:18]12. Starting materials: CN(C)c1ccncc1, COC(=O)Cl, ClCCl, Nc1ccc2c(c1)CC(N(Cc1ccccc1)CC(O)COc1ccccc1)CCC2, [Na+], O=C([O-])O, c1ccncc1. The product is COC(=O)Nc1ccc2c(c1)CC(N(Cc1ccccc1)CC(O)COc1ccccc1)CCC2. Reaction SMILES: [CH3:48][N:49]([CH3:50])[c:51]1[cH:52][cH:53][n:54][cH:55][cH:56]1.[Cl:32][C:33](=[O:34])[O:35][CH3:36].[Cl:57][CH2:58][Cl:59].[NH2:1][c:2]1[cH:3][c:4]2[c:5]([cH:30][cH:31]1)[CH2:6][CH2:7][CH2:8][CH:9]([N:11]([CH2:12][c:13]1[cH:14][cH:15][cH:16][cH:17][cH:18]1)[CH2:19][CH:20]([CH2:21][O:22][c:23]1[cH:24][cH:25][cH:26][cH:27][cH:28]1)[OH:29])[CH2:10]2.[Na+:43].[OH:44][C:45](=[O:46])[O-:47].[cH:37]1[cH:38][cH:39][n:40][cH:41][cH:42]1>>[NH:1]([c:2]1[cH:3][c:4]2[c:5]([cH:30][cH:31]1)[CH2:6][CH2:7][CH2:8][CH:9]([N:11]([CH2:12][c:13]1[cH:14][cH:15][cH:16][cH:17][cH:18]1)[CH2:19][CH:20]([CH2:21][O:22][c:23]1[cH:24][cH:25][cH:26][cH:27][cH:28]1)[OH:29])[CH2:10]2)[C:33](=[O:34])[O:35][CH3:36]. The reactants are COc1cc(C(O[Si](C)(C)C(C)(C)C)C(CCCc2ccccc2)Cn2cc(C=O)cn2)cc(OC)c1C, CCOC(=O)CP(=O)(OCC)OCC, [H-], [Na+], C1CCOC1, O. Product: CCOC(=O)C=Cc1cnn(CC(CCCc2ccccc2)C(O[Si](C)(C)C(C)(C)C)c2cc(OC)c(C)c(OC)c2)c1. As a reaction SMILES: [C:22]([CH3:23])([CH3:24])([CH3:25])[Si:26]([O:27][CH:28]([CH:29]([CH2:30][n:31]1[n:32][cH:33][c:34]([CH:36]=[O:37])[cH:35]1)[CH2:38][CH2:39][CH2:40][c:41]1[cH:42][cH:43][cH:44][cH:45][cH:46]1)[c:47]1[cH:48][c:49]([O:56][CH3:57])[c:50]([CH3:55])[c:51]([O:53][CH3:54])[cH:52]1)([CH3:58])[CH3:59].[CH2:6]([CH3:7])[O:8][C:9]([CH2:10][P:11]([O:12][CH2:13][CH3:14])([O:15][CH2:16][CH3:17])=[O:18])=[O:19].[H-:20].[Na+:21].[O:1]1[CH2:2][CH2:3][CH2:4][CH2:5]1.[OH2:60]>>[CH2:6]([CH3:7])[O:8][C:9]([CH:10]=[CH:36][c:34]1[cH:33][n:32][n:31]([CH2:30][CH:29]([CH:28]([O:27][Si:26]([C:22]([CH3:23])([CH3:24])[CH3:25])([CH3:58])[CH3:59])[c:47]2[cH:48][c:49]([O:56][CH3:57])[c:50]([CH3:55])[c:51]([O:53][CH3:54])[cH:52]2)[CH2:38][CH2:39][CH2:40][c:41]2[cH:42][cH:43][cH:44][cH:45][cH:46]2)[cH:35]1)=[O:19]. Starting materials: COc1cccc2c1C(=O)C(Br)=C(Br)C2=O, N, C1CCOC1. Yields the product COc1cccc2c1C(=O)C(N)=C(Br)C2=O. As a reaction SMILES: [Br:1][C:2]1=[C:11]([Br:12])[C:10](=[O:13])[c:9]2[c:4]([cH:5][cH:6][cH:7][c:8]2[O:14][CH3:15])[C:3]1=[O:16].[NH3:17].[O:18]1[CH2:19][CH2:20][CH2:21][CH2:22]1>>[Br:1][C:2]1=[C:11]([NH2:17])[C:10](=[O:13])[c:9]2[c:4]([cH:5][cH:6][cH:7][c:8]2[O:14][CH3:15])[C:3]1=[O:16].